From a dataset of the Open Reaction Database (ORD), a public repository of structured organic reaction records. describe an organic reaction: reactants, conditions, products, and yield Reactants: COC=1C=C(C=CC1OC)CCC1=CC=C(C=C1)NC1=C(C(=O)O)C=CC=C1 (2-{4-[2-(3,4-dimethoxy-phenyl)-ethyl]phenylamino}-benzoic acid), B(Br)(Br)Br (BBr3), ice water. The solvent is C(Cl)Cl (CH2Cl2). Conditions: time 2 hour. The product is OC=1C=C(C=CC1O)CCC1=CC=C(C=C1)NC1=C(C(=O)O)C=CC=C1 (2-{4-[2-(3,4-Dihydroxy-phenyl)-ethyl]-phenylamino}-benzoic acid). Isolated yield 93.2%. RXN SMILES: C[O:2][C:3]1[CH:4]=[C:5]([CH2:11][CH2:12][C:13]2[CH:18]=[CH:17][C:16]([NH:19][C:20]3[CH:28]=[CH:27][CH:26]=[CH:25][C:21]=3[C:22]([OH:24])=[O:23])=[CH:15][CH:14]=2)[CH:6]=[CH:7][C:8]=1[O:9]C.B(Br)(Br)Br>C(Cl)Cl>[OH:2][C:3]1[CH:4]=[C:5]([CH2:11][CH2:12][C:13]2[CH:18]=[CH:17][C:16]([NH:19][C:20]3[CH:28]=[CH:27][CH:26]=[CH:25][C:21]=3[C:22]([OH:24])=[O:23])=[CH:15][CH:14]=2)[CH:6]=[CH:7][C:8]=1[OH:9]. Reported procedure: To a solution of 2-{4-[2-(3,4-dimethoxy-phenyl)-ethyl]phenylamino}-benzoic acid (0.28 g, 0.74 mmol) in CH2Cl2 (20 mL), BBr3 (3.5 mL, 1M in CH2Cl2, 3.5 mmol) was added at room temperature under a N2 atmosphere. The reaction mixture was allowed to stir at room temperature for 2 hours and then poured into ice water (50 mL). This mixture was extracted with EtOAc, and the organic layer was washed two times with water, dried (Na2SO4), filtered and concentrated in vacuo to yield 0.24 g (0.69 mmol, 93%)... Starting materials: C[Si](C)(C)CCOCn1ccc2cc(Br)ccc21, N#Cc1ccccc1C=O, [Li]CCCC, C1CCOC1. Product: C[Si](C)(C)CCOCn1ccc2cc(C(O)c3ccccc3C#N)ccc21. RXN SMILES: [Br:1][c:2]1[cH:3][c:4]2[cH:5][cH:6][n:7]([CH2:11][O:12][CH2:13][CH2:14][Si:15]([CH3:16])([CH3:17])[CH3:18])[c:8]2[cH:9][cH:10]1.[C:24](#[N:25])[c:26]1[c:27]([CH:28]=[O:29])[cH:30][cH:31][cH:32][cH:33]1.[CH2:19]([Li:20])[CH2:21][CH2:22][CH3:23].[O:34]1[CH2:35][CH2:36][CH2:37][CH2:38]1>>[c:2]1([CH:28]([c:27]2[c:26]([C:24]#[N:25])[cH:33][cH:32][cH:31][cH:30]2)[OH:29])[cH:3][c:4]2[cH:5][cH:6][n:7]([CH2:11][O:12][CH2:13][CH2:14][Si:15]([CH3:16])([CH3:17])[CH3:18])[c:8]2[cH:9][cH:10]1. Starting materials: C(C)(C)(C)OC(=O)N1CCN(CC1)C1=NC=CN=C1Cl (3′-chloro-2,3,5,6-tetrahydro-[1,2′]bipyrazinyl-4-carboxylic acid t-butyl ester), C(C)(C)OC1=CC=C(C=C1)B(O)O (4-isopropoxyphenylboronic acid), C1(=CC=CC=C1)P(C1=CC=CC=C1)C1=CC=CC=C1 (triphenylphosphine), C([O-])([O-])=O.[Na+].[Na+] (sodium carbonate). Reagents/catalysts: C(C)(=O)[O-].[Pd+2].C(C)(=O)[O-] (palladium acetate). Solvent: C(CC)O (n-propanol), O (water). Product: C(C)(C)(C)OC(=O)N1CCN(CC1)C1=NC=CN=C1C1=CC=C(C=C1)OC(C)C (3′-(4-isopropoxyphenyl)-2,3,5,6-tetrahydro-[1,2′]bipyrazinyl-4-carboxylic acid t-butyl ester). Yield: 79.9%. As a reaction SMILES: [C:1]([O:5][C:6]([N:8]1[CH2:13][CH2:12][N:11]([C:14]2[C:19](Cl)=[N:18][CH:17]=[CH:16][N:15]=2)[CH2:10][CH2:9]1)=[O:7])([CH3:4])([CH3:3])[CH3:2].[CH:21]([O:24][C:25]1[CH:30]=[CH:29][C:28](B(O)O)=[CH:27][CH:26]=1)([CH3:23])[CH3:22].C1(P(C2C=CC=CC=2)C2C=CC=CC=2)C=CC=CC=1.C(=O)([O-])[O-].[Na+].[Na+]>C(O)CC.O.C([O-])(=O)C.[Pd+2].C([O-])(=O)C>[C:1]([O:5][C:6]([N:8]1[CH2:13][CH2:12][N:11]([C:14]2[C:19]([C:28]3[CH:29]=[CH:30][C:25]([O:24][CH:21]([CH3:23])[CH3:22])=[CH:26][CH:27]=3)=[N:18][CH:17]=[CH:16][N:15]=2)[CH2:10][CH2:9]1)=[O:7])([CH3:4])([CH3:3])[CH3:2] |f:3.4.5,8.9.10|. Reported procedure: Couple 3′-chloro-2,3,5,6-tetrahydro-[1,2′]bipyrazinyl-4-carboxylic acid t-butyl ester (0.135 g, 0.452 mmol) and 4-isopropoxyphenylboronic acid (0.134 g, 0.743 mmol), in the presence of triphenylphosphine (0.0482 g, 0.184 mmol), palladium acetate (0.0118 g, 0.0526 mmol), aqueous 2 N sodium carbonate (0.3 mL) in a mixture of n-propanol (4 mL) and water (0.3 mL). Reflux for 17.5 hr.s, cool to room temperature and extract with DCM. Purify by silica gel chromatography, eluting with 0:100 to 1:1 ethyl... Starting materials: [OH-].[Na+] (NaOH), C1(=CC=CC=C1)COCCOCCC(C(=O)OCC)C(=O)OCC (C6H5—CH2O—CH2CH2OCH2CH2—CH(COOC2H5)2), [H-].[H-].[H-].[H-].[Li+].[Al+3] (LiAlH4), O (water), O (water). The product is C1(=CC=CC=C1)COCCOCCC(CO)CO (C6H5—CH2O—CH2CH2OCH2CH2—CH(CH2OH)2). The solvent is C1(=CC=CC=C1)C (toluene). Procedure: C6H5—CH2O—CH2CH2OCH2CH2—CH(COOC2H5)2 (5 g) from Step B was dissolved in 200 ml of toluene and 29.5 ml of LiAlH4 (1 M in THF) was added at 0-5° C. After stirring overnight at room temperature, 1 ml of water was added followed by 1.0 ml of 15% NaOH and 3.0 ml of water. The insoluble material was filtered and the filtrate was evaporated to dryness. The product was purified by flash chromatography on a silica gel column eluted with ethyl acetate. Combined fractions were evaporated to dryness. The fi... Conditions: time 8 hour. As a reaction SMILES: [C:1]1([CH2:7][O:8][CH2:9][CH2:10][O:11][CH2:12][CH2:13][CH:14]([C:20](OCC)=[O:21])[C:15](OCC)=[O:16])[CH:6]=[CH:5][CH:4]=[CH:3][CH:2]=1.[H-].[H-].[H-].[H-].[Li+].[Al+3].O.[OH-].[Na+]>C1(C)C=CC=CC=1>[C:1]1([CH2:7][O:8][CH2:9][CH2:10][O:11][CH2:12][CH2:13][CH:14]([CH2:15][OH:16])[CH2:20][OH:21])[CH:2]=[CH:3][CH:4]=[CH:5][CH:6]=1 |f:1.2.3.4.5.6,8.9|. Reactants: CCC(O)CO, CC(=O)c1ccc(Cl)cc1OC(F)F. The product is CCC1COC(C)(c2ccc(Cl)cc2OC(F)F)O1. As a reaction SMILES: [CH2:15]([CH:16]([CH2:17][CH3:18])[OH:19])[OH:20].[Cl:1][c:2]1[cH:3][c:4]([O:11][CH:12]([F:13])[F:14])[c:5]([C:8]([CH3:9])=[O:10])[cH:6][cH:7]1>>[Cl:1][c:2]1[cH:3][c:4]([O:11][CH:12]([F:13])[F:14])[c:5]([C:8]2([CH3:9])[O:10][CH2:15][CH:16]([CH2:17][CH3:18])[O:19]2)[cH:6][cH:7]1. Reactants: CCCCP(CCCC)CCCC, OCC(F)(F)F, OCCOC1CCCCO1, c1ccccc1. Product: FC(F)(F)COCCOC1CCCCO1. Reaction SMILES: [CH2:17]([P:18]([CH2:19][CH2:20][CH2:21][CH3:22])[CH2:23][CH2:24][CH2:25][CH3:26])[CH2:27][CH2:28][CH3:29].[OH:11][CH2:12][C:13]([F:14])([F:15])[F:16].[OH:1][CH2:2][CH2:3][O:4][CH:5]1[O:6][CH2:7][CH2:8][CH2:9][CH2:10]1.[cH:30]1[cH:31][cH:32][cH:33][cH:34][cH:35]1>>[O:1]([CH2:2][CH2:3][O:4][CH:5]1[O:6][CH2:7][CH2:8][CH2:9][CH2:10]1)[CH2:12][C:13]([F:14])([F:15])[F:16].